This data is from the Open Reaction Database (ORD), a public repository of structured organic reaction records. The task is: describe an organic reaction: reactants, conditions, products, and yield The reactants are C(=O)(O)[O-].[Na+] (NaHCO3), CC=1C(CCN2C3=C(CCC12)C=C(C=C3)C)=O (4,8-dimethyl-1,2,5,6 tetrahydro-(11H)-benzo[c]quinolizine-3-one), solution, COC=CC(=C)O[Si](C)(C)C (1-methoxy-3-(trimethylsilyloxy)-1-3-butadiene), COC=CC(=C)O[Si](C)(C)C (1-methoxy-3-(trimethylsilyloxy)-1-3-butadiene). The reagents and catalysts are Cl[Ti](Cl)(Cl)Cl (TiCl4). Solvent: C(Cl)Cl (CH2Cl2), C(Cl)Cl (CH2Cl2). Run at time 1 hour. The product is C=1N2C3=C(CCC2CC(C1)=O)C=CC=C3 (4,4a,5,6-tetrahydro-(11H)-benzo[c]quinolizin-3-one). Yield: 25.1%. As a reaction SMILES: C[C:2]1[C:3](=[O:17])[CH2:4][CH2:5][N:6]2[C:11]=1[CH2:10][CH2:9][C:8]1[CH:12]=[C:13](C)[CH:14]=[CH:15][C:7]2=1.COC=CC(O[Si](C)(C)C)=C.C([O-])(O)=O.[Na+]>C(Cl)Cl.Cl[Ti](Cl)(Cl)Cl>[CH:5]1[N:6]2[CH:11]([CH2:2][C:3](=[O:17])[CH:4]=1)[CH2:10][CH2:9][C:8]1[CH:12]=[CH:13][CH:14]=[CH:15][C:7]2=1 |f:2.3|. Reported procedure: To a stirred solution of compound 4 [(QW)n=H, R3=R4=H] (4 g, 14.42 mmol) of the example 3, in 75 ml of anhydrous CH2Cl2 under argon at −10° C. is added, dropwise in 7 min, 28.84 ml of a 1M solution of TiCl4 in CH2Cl2 maintaining the temperature below −5° C. Then 1-methoxy-3-(trimethylsilyloxy)-1-3-butadiene (compound 6, R1=MeO, R2=H, R6=H) (3.29 ml, 17.3 mmol) is added by syringe at 0° C., and the reaction was left aside at room temperature for 1 h. The reaction mixture is added, cautiously, wit... Reactants: FC=1C=C2CCCN(C2=CC1)C=1C(=NC2=CC=C(C=C2N1)C(=O)OC)C=1C=C2C=NNC2=CC1 (methyl 3-(6-fluoro-1,2,3,4-tetrahydroquinolin-1-yl)-2-(1H-indazol-5-yl)quinoxaline-6-carboxylate), [OH-].[Na+] (sodium hydroxide), O (water). The solvent is CO (methanol). Run at time 3 hour. Yields the product FC=1C=C2CCCN(C2=CC1)C=1C(=NC2=CC=C(C=C2N1)C(=O)O)C=1C=C2C=NNC2=CC1 (3-(6-fluoro-1,2,3,4-tetrahydroquinolin-1-yl)-2-(1H-indazol-5-yl)quinoxaline-6-carboxylic acid). The yield is 47.3%. RXN SMILES: [F:1][C:2]1[CH:3]=[C:4]2[C:9](=[CH:10][CH:11]=1)[N:8]([C:12]1[C:13]([C:26]3[CH:27]=[C:28]4[C:32](=[CH:33][CH:34]=3)[NH:31][N:30]=[CH:29]4)=[N:14][C:15]3[C:20]([N:21]=1)=[CH:19][C:18]([C:22]([O:24]C)=[O:23])=[CH:17][CH:16]=3)[CH2:7][CH2:6][CH2:5]2.[OH-].[Na+].O>CO>[F:1][C:2]1[CH:3]=[C:4]2[C:9](=[CH:10][CH:11]=1)[N:8]([C:12]1[C:13]([C:26]3[CH:27]=[C:28]4[C:32](=[CH:33][CH:34]=3)[NH:31][N:30]=[CH:29]4)=[N:14][C:15]3[C:20]([N:21]=1)=[CH:19][C:18]([C:22]([OH:24])=[O:23])=[CH:17][CH:16]=3)[CH2:7][CH2:6][CH2:5]2 |f:1.2|. Procedure: To a solution of methyl 3-(6-fluoro-1,2,3,4-tetrahydroquinolin-1-yl)-2-(1H-indazol-5-yl)quinoxaline-6-carboxylate (60 mg, 0.13 mmol) in methanol (20 mL) was added sodium hydroxide (15.8 mg, 0.40 mmol) and water (1 mL). The resulting solution was stirred for 3 h at room temperature and concentrated in vacuo. The residue was dissolved in water (20 mL) and adjusted to pH 5 with hydrochloric acid (3 N). The solids were collected by filtration to afford 3-(6-fluoro-1,2,3,4-tetrahydroquinolin-1-yl)-2-... Starting materials: ClC=1C(=NC=C(C1)[N+](=O)[O-])OC1=C(C=CC=C1Cl)Cl (3-chloro-2-(2,6-dichlorophenoxy)-5nitropyridine). The reagents and catalysts are [Fe] (iron). Run in C(C)(=O)O (acetic acid), O (water). Run at time 1 hour. Product: NC=1C=C(C(=NC1)OC1=C(C=CC=C1Cl)Cl)Cl (5-amino-3-chloro-2-(2,6-dichlorophenoxy)pyridine). As a reaction SMILES: [Cl:1][C:2]1[C:3]([O:11][C:12]2[C:17]([Cl:18])=[CH:16][CH:15]=[CH:14][C:13]=2[Cl:19])=[N:4][CH:5]=[C:6]([N+:8]([O-])=O)[CH:7]=1>C(O)(=O)C.O.[Fe]>[NH2:8][C:6]1[CH:7]=[C:2]([Cl:1])[C:3]([O:11][C:12]2[C:17]([Cl:18])=[CH:16][CH:15]=[CH:14][C:13]=2[Cl:19])=[N:4][CH:5]=1. Reported procedure: 6.39 g (20 mmol) of 3-chloro-2-(2,6-dichlorophenoxy)-5nitropyridine were suspended in 7 ml of glacial acetic acid and 40 ml of water, and 5.6 g (0.1 mol) of iron powder were added in portions at room temperature (temperature 50° C.). The mixture was stirred for 1 hour, complete conversion determined by means of TLC, the mixture was filtered through a glass filter frit under suction, and the filter cake was carefully washed with ethyl acetate. The organic phase was washed with water until neutral... Reactants: Cl, [I-], [K+], O=N[O-], Nc1cc(F)ccc1C(=O)O, [Na+], [Na+], O, O=S([O-])O, O=S(=O)(O)O. Product: O=C(O)c1ccc(F)cc1I. Reaction SMILES: [ClH:23].[I-:17].[K+:16].[N:12]([O-:13])=[O:14].[NH2:1][c:2]1[c:3]([C:4](=[O:5])[OH:6])[cH:7][cH:8][c:9]([F:11])[cH:10]1.[Na+:15].[Na+:22].[OH2:24].[S:18](=[O:19])([OH:20])[O-:21].[S:25](=[O:26])(=[O:27])([OH:28])[OH:29]>>[c:2]1([I:17])[c:3]([C:4](=[O:5])[OH:6])[cH:7][cH:8][c:9]([F:11])[cH:10]1. Reactants: BrC1=CC(=C(C=C1)C(C(=O)N)C#N)[N+](=O)[O-] (2-(4-Bromo-2-nitrophenyl)-2-cyanoacetamide), BrC1=CC(=C(C=C1)C(C(=O)N)C#N)[N+](=O)[O-] (2-(4-Bromo-2-nitrophenyl)-2-cyanoacetamide), Ice water. The reagents and catalysts are [Zn] (Zinc). Run in C1(=CC=CC=C1)C (toluene), C(C)(=O)O (acetic acid). Run at time 45 minute. Product: NC=1NC2=CC(=CC=C2C1C(=O)N)Br (2-Amino-6-bromoindole-3-carboxamide). The yield is 31.9%. Reaction SMILES: [Br:1][C:2]1[CH:7]=[CH:6][C:5]([CH:8]([C:12]#[N:13])[C:9]([NH2:11])=[O:10])=[C:4]([N+:14]([O-])=O)[CH:3]=1>C(O)(=O)C.C1(C)C=CC=CC=1.[Zn]>[NH2:13][C:12]1[NH:14][C:4]2[C:5]([C:8]=1[C:9]([NH2:11])=[O:10])=[CH:6][CH:7]=[C:2]([Br:1])[CH:3]=2. Procedure details: 2-(4-Bromo-2-nitrophenyl)-2-cyanoacetamide (Reference compound 1-1, 0.60 g, 2.1 mmol) was dissolved in acetic acid (7.0 mL) and toluene (3.5 mL), and the whole was stirred at 90° C. Zinc powder (0.97 g, 15 mmol) was added portionwise to the solution while keeping at 90° C., and then the reaction mixture was stirred at room temperature for 45 minutes. Ice-water (30 mL) was added to the reaction mixture, and the whole was extracted with ethyl acetate (30 mL). The organic layer was washed with brin... Starting materials: COC(CCCNS(=O)(=O)C(F)(F)F)=O (4-Trifluoromethanesulfonylamino-butyric acid methyl ester), crude product, S(=O)(Cl)Cl (thionyl chloride), [OH-].[Na+] (NaOH), Cl (HCl). The reagents and catalysts are ClCCl.CN(C)C=O (dichloromethane DMF). Run in CO (methanol). Run at time 2 hour. The product is FC(S(=O)(=O)NCCCC(=O)Cl)(F)F (4-Trifluoromethanesulfonylamino-butyryl chloride). Reaction SMILES: C[O:2][C:3](=O)[CH2:4][CH2:5][CH2:6][NH:7][S:8]([C:11]([F:14])([F:13])[F:12])(=[O:10])=[O:9].[OH-].[Na+].Cl.S(Cl)([Cl:21])=O>CO.ClCCl.CN(C=O)C>[F:12][C:11]([F:14])([F:13])[S:8]([NH:7][CH2:6][CH2:5][CH2:4][C:3]([Cl:21])=[O:2])(=[O:10])=[O:9] |f:1.2,6.7|. Procedure details: 4-Trifluoromethanesulfonylamino-butyric acid methyl ester (0.42 g, 1.77 mmol) [example 212, step a] was taken up in methanol [2 mL] and 1N NaOH was added [2.66 mL] and stirred for 2 hours. 1N HCl was added and the product was extracted with ethyl acetate, dried with magnesium sulfate and evaporated. The crude product (0.13 g, 0.57 mmol) was dissolved in dichloromethane/DMF [1 mL/1 drop] and thionyl chloride (0.08 mL, 1.14 was added. The reaction was stirred at room temperature for 2 hours and th... Reactants: CCOC(CBr)OCC, CC(C)=O, COc1ccc(S)c(Cl)c1, [K+], [K+], O=C([O-])[O-]. The product is CCOC(CSc1ccc(OC)cc1Cl)OCC. Reaction SMILES: [CH2:17]([CH3:18])[O:19][CH:20]([CH2:21][Br:22])[O:23][CH2:24][CH3:25].[CH3:26][C:27](=[O:28])[CH3:29].[Cl:1][c:2]1[c:3]([SH:10])[cH:4][cH:5][c:6]([O:8][CH3:9])[cH:7]1.[K+:11].[K+:12].[O-:13][C:14]([O-:15])=[O:16]>>[Cl:1][c:2]1[c:3]([S:10][CH2:21][CH:20]([O:19][CH2:17][CH3:18])[O:23][CH2:24][CH3:25])[cH:4][cH:5][c:6]([O:8][CH3:9])[cH:7]1.